This data is from the Open Reaction Database (ORD), a public repository of structured organic reaction records. The task is: describe an organic reaction: reactants, conditions, products, and yield Reactants: C=CC(=O)OC, C1CCC2=NCCCN2CC1, O=C(Cc1cccc(Cl)c1)c1ccc(Cl)cn1, Cl, [Na+], O=C([O-])O, C1COCCO1. The product is COC(=O)CCC(C(=O)c1ccc(Cl)cn1)c1cccc(Cl)c1. As a reaction SMILES: [C:29]([CH:30]=[CH2:31])(=[O:32])[O:33][CH3:34].[CH2:18]1[CH2:19][CH2:20][C:21]2=[N:26][CH2:25][CH2:24][CH2:23][N:22]2[CH2:27][CH2:28]1.[Cl:1][c:2]1[cH:3][c:4]([CH2:8][C:9](=[O:10])[c:11]2[n:12][cH:13][c:14]([Cl:17])[cH:15][cH:16]2)[cH:5][cH:6][cH:7]1.[ClH:35].[Na+:40].[O-:36][C:37]([OH:38])=[O:39].[O:41]1[CH2:42][CH2:43][O:44][CH2:45][CH2:46]1>>[Cl:1][c:2]1[cH:3][c:4]([CH:8]([C:9](=[O:10])[c:11]2[n:12][cH:13][c:14]([Cl:17])[cH:15][cH:16]2)[CH2:31][CH2:30][C:29](=[O:32])[O:33][CH3:34])[cH:5][cH:6][cH:7]1. Starting materials: BrC=1C=C(C(=C(C1)F)N=C=O)F (5-bromo-1,3-difluoro-2-isocyanatobenzene), C1(CC1)C(=O)N1C[C@@H](CC1)CC(=O)NN (2-[(3S)-1-(cyclopropylcarbonyl)-3-pyrrolidinyl]acetohydrazide). Run in ClCCl (dichloromethane), ClCCl (dichloromethane). Run at temperature -78 celsius, time 1 hour. Yields the product BrC1=CC(=C(C(=C1)F)NC(=O)NNC(C[C@H]1CN(CC1)C(=O)C1CC1)=O)F (N-(4-bromo-2,6-difluorophenyl)-2-{[(3S)-1-(cyclopropylcarbonyl)-3-pyrrolidinyl]acetyl}hydrazinecarboxamide). As a reaction SMILES: [Br:1][C:2]1[CH:3]=[C:4]([F:12])[C:5]([N:9]=[C:10]=[O:11])=[C:6]([F:8])[CH:7]=1.[CH:13]1([C:16]([N:18]2[CH2:22][CH2:21][C@@H:20]([CH2:23][C:24]([NH:26][NH2:27])=[O:25])[CH2:19]2)=[O:17])[CH2:15][CH2:14]1>ClCCl>[Br:1][C:2]1[CH:3]=[C:4]([F:12])[C:5]([NH:9][C:10]([NH:27][NH:26][C:24](=[O:25])[CH2:23][C@@H:20]2[CH2:21][CH2:22][N:18]([C:16]([CH:13]3[CH2:15][CH2:14]3)=[O:17])[CH2:19]2)=[O:11])=[C:6]([F:8])[CH:7]=1. Procedure details: In a round-bottom flask, 5-bromo-1,3-difluoro-2-isocyanatobenzene (1550 mg, 6.62 mmol) was dissolved in dichloromethane (10 mL) under nitrogen and cooled to −78° C. In a separate vial, 2-[(3S)-1-(cyclopropylcarbonyl)-3-pyrrolidinyl]acetohydrazide (1357 mg, 6.42 mmol) was dissolved in 10 mL of dichloromethane and then added to the cooled solution. The resultant reaction mixture was allowed to warm to room temperature and stirred for 1 h. A precipitate began to form and analysis by LCMS indicated ... Starting materials: BrCC1CC1, CN(C)C=O, CC(C)N1CCC(Oc2ccc3c(c2)cc2n3CCNC2=O)CC1, [Cl-], [H-], [NH4+], [Na+]. Yields the product CC(C)N1CCC(Oc2ccc3c(c2)cc2n3CCN(CC3CC3)C2=O)CC1. Reaction SMILES: [Br:27][CH2:28][CH:29]1[CH2:30][CH2:31]1.[CH3:34][N:35]([CH3:36])[CH:37]=[O:38].[CH:1]([CH3:2])([CH3:3])[N:4]1[CH2:5][CH2:6][CH:7]([O:10][c:11]2[cH:12][c:13]3[cH:14][c:15]4[n:16]([c:17]3[cH:18][cH:19]2)[CH2:20][CH2:21][NH:22][C:23]4=[O:24])[CH2:8][CH2:9]1.[Cl-:32].[H-:25].[NH4+:33].[Na+:26]>>[CH:1]([CH3:2])([CH3:3])[N:4]1[CH2:5][CH2:6][CH:7]([O:10][c:11]2[cH:12][c:13]3[cH:14][c:15]4[n:16]([c:17]3[cH:18][cH:19]2)[CH2:20][CH2:21][N:22]([CH2:28][CH:29]2[CH2:30][CH2:31]2)[C:23]4=[O:24])[CH2:8][CH2:9]1.